Task: describe an organic reaction: reactants, conditions, products, and yield. Dataset: the Open Reaction Database (ORD), a public repository of structured organic reaction records The reactants are OC=1C=C(C=O)C=C(C1O)[N+](=O)[O-] (3,4-dihydroxy-5-nitrobenzaldehyde), C(#N)CC(=O)N (cyanoacetamide), C(C)(=O)O.N1CCCCC1 (piperidine acetate). The solvent is C(C)O (ethanol). The product is C(#N)C(C(=O)N)=CC1=CC(=C(C(=C1)[N+](=O)[O-])O)O (2-Cyano-3-(3,4-dihydroxy-5-nitrophenyl)acrylamide). Reaction SMILES: [OH:1][C:2]1[CH:3]=[C:4]([CH:7]=[C:8]([N+:11]([O-:13])=[O:12])[C:9]=1[OH:10])[CH:5]=O.[C:14]([CH2:16][C:17]([NH2:19])=[O:18])#[N:15].C(O)(=O)C.N1CCCCC1>C(O)C>[C:14]([C:16](=[CH:5][C:4]1[CH:7]=[C:8]([N+:11]([O-:13])=[O:12])[C:9]([OH:10])=[C:2]([OH:1])[CH:3]=1)[C:17]([NH2:19])=[O:18])#[N:15] |f:2.3|. Reported procedure: A solution containing 1.3 g of 3,4-dihydroxy-5-nitrobenzaldehyde, 0.73 g of cyanoacetamide and catalytic amount of piperidine acetate in 40 ml of dry ethanol was refluxed over night. The solvent was evaporated in vacuo and the residue was recrystallized water-DMF. Yield 0.84 g (48%), m.p. 296°-298° C. The reactants are COc1ccc(CN)c(OC)c1, CN(C)C=O, COC(=O)CC(c1c(Cl)ncnc1Cl)C(F)(F)F, COC(=O)CC(c1c(Cl)ncnc1NCc1ccc(OC)cc1OC)C(F)(F)F, O. Yields the product COc1ccc(CN2C(=O)CC(C(F)(F)F)c3c(Cl)ncnc32)c(OC)c1. Reaction SMILES: [CH3:19][O:20][c:21]1[cH:22][c:23]([O:24][CH3:25])[cH:26][cH:27][c:28]1[CH2:29][NH2:30].[CH3:31][N:32]([CH3:33])[CH:34]=[O:35].[Cl:1][c:2]1[c:3]([CH:4]([C:5]([F:6])([F:7])[F:8])[CH2:9][C:10]([O:11][CH3:12])=[O:13])[c:14]([Cl:15])[n:16][cH:17][n:18]1.[Cl:36][c:37]1[n:38][cH:39][n:40][c:41]([NH:53][CH2:54][c:55]2[c:56]([O:63][CH3:64])[cH:57][c:58]([O:61][CH3:62])[cH:59][cH:60]2)[c:42]1[CH:43]([CH2:44][C:45]([O:47][CH3:46])=[O:48])[C:49]([F:50])([F:51])[F:52].[OH2:65]>>[Cl:36][c:37]1[n:38][cH:39][n:40][c:41]2[c:42]1[CH:43]([C:49]([F:50])([F:51])[F:52])[CH2:44][C:45](=[O:47])[N:53]2[CH2:54][c:55]1[c:56]([O:63][CH3:64])[cH:57][c:58]([O:61][CH3:62])[cH:59][cH:60]1. The reactants are [Cl-].[NH4+] (ammonium chloride), aqueous solution, C([O-])([O-])=O.[Na+].[Na+] (sodium carbonate), C(C)N1CCN(CC1)C1=NC(=CC2=CC=CC=C12)C1=CC=C(C=C1)C(C)=O (1-(4-ethylpiperazin-1-yl)-3-(4-acetylphenyl)isoquinoline), C[Mg]Br.CCOCC (methylmagnesium bromide ether). The solvent is C(C)(=O)OCC (ethyl acetate), O1CCCC1 (tetrahydrofuran). The product is C(C)N1CCN(CC1)C1=NC(=CC2=CC=CC=C12)C1=CC=C(C=C1)C(C)(C)O (1-(4-ethylpiperazin-1-yl)-3-[4-(1-hydroxy-1-methylethyl)phenyl]isoquinoline). RXN SMILES: [CH2:1]([N:3]1[CH2:8][CH2:7][N:6]([C:9]2[C:18]3[C:13](=[CH:14][CH:15]=[CH:16][CH:17]=3)[CH:12]=[C:11]([C:19]3[CH:24]=[CH:23][C:22]([C:25](=[O:27])[CH3:26])=[CH:21][CH:20]=3)[N:10]=2)[CH2:5][CH2:4]1)[CH3:2].[CH3:28][Mg]Br.CCOCC.[Cl-].[NH4+].C(=O)([O-])[O-].[Na+].[Na+]>O1CCCC1.C(OCC)(=O)C>[CH2:1]([N:3]1[CH2:4][CH2:5][N:6]([C:9]2[C:18]3[C:13](=[CH:14][CH:15]=[CH:16][CH:17]=3)[CH:12]=[C:11]([C:19]3[CH:20]=[CH:21][C:22]([C:25]([OH:27])([CH3:28])[CH3:26])=[CH:23][CH:24]=3)[N:10]=2)[CH2:7][CH2:8]1)[CH3:2] |f:1.2,3.4,5.6.7|. Procedure details: The resulting 1-(4-ethylpiperazin-1-yl)-3-(4-acetylphenyl)isoquinoline (0.10 g) was dissolved in tetrahydrofuran (10 ml) and stirred under ice-cooling, to which was then added 3.0M methylmagnesium bromide/ether solution (1.1 ml), and the mixture was further stirred for 1.5 hr. An aqueous solution of saturated ammonium chloride, a 10% aqueous solution of sodium carbonate and ethyl acetate were added to the resulting mixture, the mixture was stirred. The organic layer was separated, and then it wa... Reactants: O=C(n1ccnc1)n1ccnc1, C=CCCCCN(C)C(=O)C1CC(Oc2cc(-c3nc(C(F)(F)F)cs3)nc3c(C)c(OC)ccc23)CN1, ClCCl. Product: C=CCCCCN(C)C(=O)C1CC(Oc2cc(-c3nc(C(F)(F)F)cs3)nc3c(C)c(OC)ccc23)CN1C(=O)n1ccnc1. RXN SMILES: [C:39](=[O:40])([n:41]1[cH:42][n:43][cH:44][cH:45]1)[n:46]1[cH:47][cH:48][n:49][cH:50]1.[CH2:1]([CH2:2][CH2:3][CH2:4][CH:5]=[CH2:6])[N:7]([C:8](=[O:9])[CH:10]1[NH:11][CH2:12][CH:13]([O:15][c:16]2[cH:17][c:18](-[c:29]3[s:30][cH:31][c:32]([C:34]([F:35])([F:36])[F:37])[n:33]3)[n:19][c:20]3[c:21]([CH3:28])[c:22]([O:26][CH3:27])[cH:23][cH:24][c:25]23)[CH2:14]1)[CH3:38].[Cl:51][CH2:52][Cl:53]>>[CH2:1]([CH2:2][CH2:3][CH2:4][CH:5]=[CH2:6])[N:7]([C:8](=[O:9])[CH:10]1[N:11]([C:39](=[O:40])[n:41]2[cH:42][n:43][cH:44][cH:45]2)[CH2:12][CH:13]([O:15][c:16]2[cH:17][c:18](-[c:29]3[s:30][cH:31][c:32]([C:34]([F:35])([F:36])[F:37])[n:33]3)[n:19][c:20]3[c:21]([CH3:28])[c:22]([O:26][CH3:27])[cH:23][cH:24][c:25]23)[CH2:14]1)[CH3:38]. The reactants are C, CCOC(C)=O, O=[N+]([O-])c1cc(O)c(F)cc1F, [H][H], [Pd]. Yields the product Nc1cc(O)c(F)cc1F. As a reaction SMILES: [C:21].[CH3:15][CH2:16][O:17][C:18](=[O:19])[CH3:20].[F:1][c:2]1[c:3]([OH:12])[cH:4][c:5]([N+:9]([O-:10])=[O:11])[c:6]([F:8])[cH:7]1.[H:13][H:14].[Pd:22]>>[F:1][c:2]1[c:3]([OH:12])[cH:4][c:5]([NH2:9])[c:6]([F:8])[cH:7]1.